This data is from the Open Reaction Database (ORD), a public repository of structured organic reaction records. The task is: describe an organic reaction: reactants, conditions, products, and yield Reactants: COC(=O)c1ccc2oc(C(=O)Nc3ccc(Cl)cn3)c(NC(=O)C3CCC(N4CCOCC4=O)CC3)c2n1, Cl, [Na+], C1CCOC1, [OH-]. The product is O=C(O)c1ccc2oc(C(=O)Nc3ccc(Cl)cn3)c(NC(=O)C3CCC(N4CCOCC4=O)CC3)c2n1. Reaction SMILES: [Cl:1][c:2]1[cH:3][cH:4][c:5]([NH:8][C:9](=[O:10])[c:11]2[c:12]([NH:24][C:25](=[O:26])[CH:27]3[CH2:28][CH2:29][CH:30]([N:33]4[C:34](=[O:39])[CH2:35][O:36][CH2:37][CH2:38]4)[CH2:31][CH2:32]3)[c:13]3[n:14][c:15]([C:20](=[O:21])[O:22][CH3:23])[cH:16][cH:17][c:18]3[o:19]2)[n:6][cH:7]1.[ClH:42].[Na+:41].[O:43]1[CH2:44][CH2:45][CH2:46][CH2:47]1.[OH-:40]>>[Cl:1][c:2]1[cH:3][cH:4][c:5]([NH:8][C:9](=[O:10])[c:11]2[c:12]([NH:24][C:25](=[O:26])[CH:27]3[CH2:28][CH2:29][CH:30]([N:33]4[C:34](=[O:39])[CH2:35][O:36][CH2:37][CH2:38]4)[CH2:31][CH2:32]3)[c:13]3[n:14][c:15]([C:20](=[O:21])[OH:22])[cH:16][cH:17][c:18]3[o:19]2)[n:6][cH:7]1. Starting materials: C(C)(C)(C)OC(N[C@@H](CC(N1CC=2N(CC1)C(=NC2C(=O)N2CSCC2)C(F)(F)F)=O)CC2=C(C=C(C(=C2)F)F)F)=O ((R)-[3-oxo-3-[1-(thiazolidine-3-carbonyl)-3-trifluoromethyl-5,6-dihydro-8H-imidazo[1,5-a]pyrazin-7-yl]-1-(2,4,5-trifluoro-benzyl)-propyl]-carbamic acid tert-butyl ester), Cl (hydrochloric acid). Solvent: C(C)(=O)OCC (ethyl acetate). The product is Cl.N[C@@H](CC(=O)N1CC=2N(CC1)C(=NC2C(=O)N2CSCC2)C(F)(F)F)CC2=C(C=C(C(=C2)F)F)F ((R)-3-amino-1-[1-(thiazolidine-3-carbonyl)-3-trifluoromethyl-5,6-dihydro-8H-imidazo[1,5-a]pyrazin-7-yl]-4-(2,4,5-trifluorophenyl)-butan-1-one hydrochloride). Yield: 75.0%. RXN SMILES: C(OC(=O)[NH:7][C@H:8]([CH2:32][C:33]1[CH:38]=[C:37]([F:39])[C:36]([F:40])=[CH:35][C:34]=1[F:41])[CH2:9][C:10](=[O:31])[N:11]1[CH2:16][CH2:15][N:14]2[C:17]([C:27]([F:30])([F:29])[F:28])=[N:18][C:19]([C:20]([N:22]3[CH2:26][CH2:25][S:24][CH2:23]3)=[O:21])=[C:13]2[CH2:12]1)(C)(C)C.[ClH:43]>C(OCC)(=O)C>[ClH:43].[NH2:7][C@H:8]([CH2:32][C:33]1[CH:38]=[C:37]([F:39])[C:36]([F:40])=[CH:35][C:34]=1[F:41])[CH2:9][C:10]([N:11]1[CH2:16][CH2:15][N:14]2[C:17]([C:27]([F:28])([F:30])[F:29])=[N:18][C:19]([C:20]([N:22]3[CH2:26][CH2:25][S:24][CH2:23]3)=[O:21])=[C:13]2[CH2:12]1)=[O:31] |f:3.4|. Procedure details: (R)-[3-oxo-3-[1-(thiazolidine-3-carbonyl)-3-trifluoromethyl-5,6-dihydro-8H-imidazo[1,5-a]pyrazin-7-yl]-1-(2,4,5-trifluoro-benzyl)-propyl]-carbamic acid tert-butyl ester 20a (0.15 g, 0.24 mmol) was added to a solution of 2.2 N hydrochloric acid in 5 mL of ethyl acetate. The reaction mixture was reacted at room temperature for 4 hours and monitored by thin layer chromatography until the disappearance of the starting materials. The reaction mixture was concentrated under reduced pressure. The resul... Starting materials: BrC1=C(C=C(C=C1)Br)C=1OC(=NN1)C1=CC=C(C=C1)OCCCCCCCC (2-(2,5-dibromophenyl)-5-[4-(octyloxy)phenyl]-1,3,4-oxadiazole), BrC=1C=C(C(=O)Cl)C=C(C1)Br (3,5-dibromobenzoyl chloride), C(CCCCCCC)OC1=CC=C(C(=O)NN)C=C1 (4-octyloxybenzoic acid hydrazide). Yields the product BrC=1C=C(C(=O)NNC(C2=CC=C(C=C2)OCCCCCCCC)=O)C=C(C1)Br (3,5-dibromo-N′-[4-(octyloxy)benzoyl]benzohydrazide). The yield is 36.0%. RXN SMILES: BrC1C=CC(Br)=CC=1C1[O:10][C:11]([C:14]2[CH:19]=[CH:18][C:17]([O:20][CH2:21][CH2:22][CH2:23][CH2:24][CH2:25][CH2:26][CH2:27][CH3:28])=[CH:16][CH:15]=2)=[N:12][N:13]=1.[Br:29][C:30]1[CH:31]=[C:32]([CH:36]=[C:37]([Br:39])[CH:38]=1)[C:33](Cl)=[O:34].C(OC1C=CC(C(NN)=O)=CC=1)CCCCCCC>>[Br:29][C:30]1[CH:31]=[C:32]([CH:36]=[C:37]([Br:39])[CH:38]=1)[C:33]([NH:13][NH:12][C:11](=[O:10])[C:14]1[CH:19]=[CH:18][C:17]([O:20][CH2:21][CH2:22][CH2:23][CH2:24][CH2:25][CH2:26][CH2:27][CH3:28])=[CH:16][CH:15]=1)=[O:34]. Procedure: By the general method for the synthesis of 2-(2,5-dibromophenyl)-5-[4-(octyloxy)phenyl]-1,3,4-oxadiazole in Example 1, the reaction of 3,5-dibromobenzoyl chloride (20.13 g, 0.06747 mole) with 4-octyloxybenzoic acid hydrazide (17 g, 0.06747 mole) gave the intermediate 3,5-dibromo-N′-[4-(octyloxy)benzoyl]benzohydrazide (12.87 g, 36% yield). Cyclocondensation of the intermediate 3,5-dibromo-N′-[4-(octyloxy)benzoyl]-benzohydrazide (12.17 g) with POCl3 (63 mL) gave the required 2-(3,5-dibromophenyl)-... Starting materials: C(C(C)C)NCC(C)C (diisobutylamine), C(C)(C)(C)OC(=O)NCCC1=C(NC2=CC=C(C=C12)C(=O)O)C1=CC(=CC(=C1)C)C (3-(2-tert-butoxycarbonylaminoethyl)-2-(3,5-dimethylphenyl)-1H-indole-5-carboxylic acid), ON1N=NC2=C1C=CC=C2 (1-hydroxybenzotriazole), Cl.CN(CCCN=C=NCC)C (1-(3-dimethylaminopropyl)-3-ethylcarbodiimide hydrochloride). Conditions: time 30 minute. The product is C(C)(C)(C)OC(NCCC1=C(NC2=CC=C(C=C12)C(N(CC(C)C)CC(C)C)=O)C1=CC(=CC(=C1)C)C)=O ({2-[5-Diisobutylcarbamoyl-2-(3,5-dimethylphenyl)-1H-indol-3-yl]ethyl}carbamic acid tert-butyl ester). As a reaction SMILES: [C:1]([O:5][C:6]([NH:8][CH2:9][CH2:10][C:11]1[C:19]2[C:14](=[CH:15][CH:16]=[C:17]([C:20]([OH:22])=O)[CH:18]=2)[NH:13][C:12]=1[C:23]1[CH:28]=[C:27]([CH3:29])[CH:26]=[C:25]([CH3:30])[CH:24]=1)=[O:7])([CH3:4])([CH3:3])[CH3:2].ON1C2C=CC=CC=2N=N1.Cl.CN(C)CCCN=C=NCC.[CH2:53]([NH:57][CH2:58][CH:59]([CH3:61])[CH3:60])[CH:54]([CH3:56])[CH3:55]>>[C:1]([O:5][C:6](=[O:7])[NH:8][CH2:9][CH2:10][C:11]1[C:19]2[C:14](=[CH:15][CH:16]=[C:17]([C:20](=[O:22])[N:57]([CH2:58][CH:59]([CH3:61])[CH3:60])[CH2:53][CH:54]([CH3:56])[CH3:55])[CH:18]=2)[NH:13][C:12]=1[C:23]1[CH:28]=[C:27]([CH3:29])[CH:26]=[C:25]([CH3:30])[CH:24]=1)([CH3:2])([CH3:3])[CH3:4] |f:2.3|. Reported procedure: To a solution of 3-(2-tert-butoxycarbonylaminoethyl)-2-(3,5-dimethylphenyl)-1H-indole-5-carboxylic acid (200 mg in 12 mL methylene chloride) was added 104 mg 1-hydroxybenzotriazole followed by 118 mg 1-(3-dimethylaminopropyl)-3-ethylcarbodiimide hydrochloride and the mixture stirred at room temperature. After 30 minutes, 0.35 mL of diisobutylamine was added and the mixture stirred at room temperature for 14 hours. The reaction was then concentrated in vacuo and purified by flash chromatography o... The solvent is CCO.O (EtOH H2O), O (water). Product: BrC1=NC(=CC(=C1OC)N)C (2-bromo-3-methoxy-6-methyl-pyridin-4-ylamine). Reaction conditions: temperature 90 celsius. RXN SMILES: [Br:1][C:2]1[C:7]([O:8][CH3:9])=[C:6]([N+:10]([O-])=O)[CH:5]=[C:4]([CH3:13])[N+:3]=1[O-].[Cl-].[NH4+]>CCO.O.O.[Fe]>[Br:1][C:2]1[C:7]([O:8][CH3:9])=[C:6]([NH2:10])[CH:5]=[C:4]([CH3:13])[N:3]=1 |f:1.2,3.4|. Procedure details: A mixture of 124D (0.75 g, 2.9 mmol), iron (0.48 g, 8.6 mmol) and ammonium chloride (0.46 g, 8.6 mmol) in EtOH/H2O (10 mL/3 mL) was refluxed (bath temperature 90° C.) for 4 h. After cooling to room temperature, the reaction mixture was diluted with water, extracted with dichloromethane three times. The combined organic phases were dried over Na2SO4, filtered and concentrated to give 124E as a oil. Starting materials: BrC1=[N+](C(=CC(=C1OC)[N+](=O)[O-])C)[O-] (2-bromo-3-methoxy-6-methyl-4-nitro-pyridine N-oxide), [Cl-].[NH4+] (ammonium chloride). The reagents and catalysts are [Fe] (iron). Starting materials: solid, [OH-].[K+] (potassium hydroxide), Cl.ClCCC=1N=CNC1 (4-(2-chloroethyl)-1H-imidazole hydrochloride), SC=1NC=CN1 (2-mercapto-1H-imidazole). Solvent: CC(C)O (2-propanol). Yields the product N1C=NC(=C1)CCSC=1NC=CN1 (2-{[2-(1H-Imidazol-4-yl)ethyl]thio}-1H-imidazole), oxalate salt. As a reaction SMILES: Cl.Cl[CH2:3][CH2:4][C:5]1[N:6]=[CH:7][NH:8][CH:9]=1.[SH:10][C:11]1[NH:12][CH:13]=[CH:14][N:15]=1.[OH-].[K+]>CC(O)C>[NH:8]1[CH:9]=[C:5]([CH2:4][CH2:3][S:10][C:11]2[NH:12][CH:13]=[CH:14][N:15]=2)[N:6]=[CH:7]1 |f:0.1,3.4|. Reported procedure: 183 mg (1.1 mmol) of 4-(2-chloroethyl)-1H-imidazole hydrochloride, 110 mg (1 mmol) of 2-mercapto-1H-imidazole and 200 mg (3.26 mmol) of solid potassium hydroxide are brought to reflux in 10ml of 2-propanol for 4 h. The mixture is then evaporated and the semi-solid residue is chromatographed through silica gel, using a chloroform/methanol (5/1) mixture. The resulting product is treated with oxalic acid in ethanol to provide the title compound in the form of an oxalate salt, M.p.: 224-°226° C. Starting materials: CCCC(C)C(C)C(=CC(=O)OCC)NC(C)=O, CO. Yields the product CCCC(C)C(C)C(CC(=O)OCC)NC(C)=O. Reaction SMILES: [CH2:1]([CH3:2])[O:3][C:4]([CH:5]=[C:6]([CH:7]([CH:8]([CH2:9][CH2:10][CH3:11])[CH3:12])[CH3:13])[NH:14][C:15]([CH3:16])=[O:17])=[O:18].[CH3:19][OH:20]>>[CH2:1]([CH3:2])[O:3][C:4]([CH2:5][CH:6]([CH:7]([CH:8]([CH2:9][CH2:10][CH3:11])[CH3:12])[CH3:13])[NH:14][C:15]([CH3:16])=[O:17])=[O:18].